From a dataset of the Open Reaction Database (ORD), a public repository of structured organic reaction records. describe an organic reaction: reactants, conditions, products, and yield Reactants: C(C)OC(CCC1=CN(C2=CN=C(C=C21)C2=C(C=CC=C2CC)CC)C2=CC=C(C=C2)C(C)C)=O (3-[5-(2,6-diethyl-phenyl)-1-(4-isopropyl-phenyl)-1H-pyrrolo[2,3-c]pyridin-3-yl]-propionic acid ethyl ester), [Li+].CC(C)[N-]C(C)C (LDA), C1CCOC1.C(C)C1=CC=CC=C1 (THF ethylbenzene), ICC (iodoethane), [NH4+].[Cl-] (NH4Cl). The solvent is C1CCOC1 (THF). Conditions: temperature -78 celsius, time 25 minute. Yields the product C(C)OC(C(CC)(CC)CC1=CN(C2=CN=C(C=C21)C2=C(C=CC=C2CC)CC)C2=CC=C(C=C2)C(C)C)=O (2-[5-(2,6-diethyl-phenyl)-1-(4-isopropyl-phenyl)-1H-pyrrolo[2,3-c]pyridin-3-ylmethyl]-2-ethyl-butyric acid ethyl ester). As a reaction SMILES: [CH2:1]([O:3][C:4](=[O:35])[CH2:5][CH2:6][C:7]1[C:15]2[C:10](=[CH:11][N:12]=[C:13]([C:16]3[C:21]([CH2:22][CH3:23])=[CH:20][CH:19]=[CH:18][C:17]=3[CH2:24][CH3:25])[CH:14]=2)[N:9]([C:26]2[CH:31]=[CH:30][C:29]([CH:32]([CH3:34])[CH3:33])=[CH:28][CH:27]=2)[CH:8]=1)[CH3:2].[Li+].[CH3:37][CH:38]([N-]C(C)C)C.[CH2:44]1COC[CH2:45]1.C(C1C=CC=CC=1)C.ICC.[NH4+].[Cl-]>C1COCC1>[CH2:1]([O:3][C:4](=[O:35])[C:5]([CH2:6][C:7]1[C:15]2[C:10](=[CH:11][N:12]=[C:13]([C:16]3[C:21]([CH2:22][CH3:23])=[CH:20][CH:19]=[CH:18][C:17]=3[CH2:24][CH3:25])[CH:14]=2)[N:9]([C:26]2[CH:27]=[CH:28][C:29]([CH:32]([CH3:34])[CH3:33])=[CH:30][CH:31]=2)[CH:8]=1)([CH2:44][CH3:45])[CH2:37][CH3:38])[CH3:2] |f:1.2,3.4,6.7|. Procedure: To a solution of 3-[5-(2,6-diethyl-phenyl)-1-(4-isopropyl-phenyl)-1H-pyrrolo[2,3-c]pyridin-3-yl]-propionic acid ethyl ester (120 mg, 0.25 mmol) in THF (3 mL) at −78° C. is added LDA (1.8 M solution in heptate/THF/ethylbenzene, 0.341 mL, 0.61 mmol). The mixture is stirred at −78° C. for 25 minutes and iodoethane (0.20 mL, 2.5 mmol) is added. The mixture is allowed to warm up to room temperature and stirred for 18 hours. To the mixture, an aqueous saturated NH4Cl solution (5 mL) is added, and THF ...